This data is from the Open Reaction Database (ORD), a public repository of structured organic reaction records. The task is: describe an organic reaction: reactants, conditions, products, and yield As a reaction SMILES: C([O:3][C:4](=[O:33])[CH2:5][C:6]1[C:14]2[C:9](=[CH:10][CH:11]=[C:12]([O:15][CH3:16])[CH:13]=2)[N:8]([CH2:17][C:18]2[CH:23]=[CH:22][C:21]([O:24][CH2:25][C:26]3[CH:31]=[CH:30][CH:29]=[CH:28][CH:27]=3)=[CH:20][CH:19]=2)[C:7]=1[CH3:32])C.Cl>CO.[OH-].[Na+].O>[CH2:25]([O:24][C:21]1[CH:22]=[CH:23][C:18]([CH2:17][N:8]2[C:9]3[C:14](=[CH:13][C:12]([O:15][CH3:16])=[CH:11][CH:10]=3)[C:6]([CH2:5][C:4]([OH:33])=[O:3])=[C:7]2[CH3:32])=[CH:19][CH:20]=1)[C:26]1[CH:31]=[CH:30][CH:29]=[CH:28][CH:27]=1 |f:3.4|. Yield: 32.0%. The reactants are C(C)OC(CC1=C(N(C2=CC=C(C=C12)OC)CC1=CC=C(C=C1)OCC1=CC=CC=C1)C)=O (1-[(4-benzyloxyphenyl)methyl]-5-methoxy-2-methyl-1H-indole-3-acetic acid ethyl ester), Cl (HCl). Reaction conditions: time 16 hour. The product is C(C1=CC=CC=C1)OC1=CC=C(C=C1)CN1C(=C(C2=CC(=CC=C12)OC)CC(=O)O)C (1-[(4-benzyloxyphenyl)-methyl]-5-methoxy-2-methyl-1H-indole-3-acetic acid). Procedure details: 1-[(4-Benzyloxyphenyl)methyl]-5-methoxy-2-methyl-1H-indole-3-acetic acid. Using the method described in Example 6, Part A, 2.0 g (8.12 mmol) of 5-methoxy-2-methyl-1H-indole-3-acetic acid ethyl ester, 0.325 g (8.12 mmol) of 60% NaH/mineral oil, and 1.88 g (8.12 mmol) of 4-benzyloxy-1-chloromethylbenzene were reacted to give on workup 800 mg of crude 1-[(4-benzyloxyphenyl)methyl]-5-methoxy-2-methyl-1H-indole-3-acetic acid ethyl ester. The crude ester in 50 mL of MeOH and 15 mL of 1N NaOH was heate... Run in O (water), CO (MeOH), [OH-].[Na+] (NaOH). Reactants: Brc1ccc2[nH]ccc2c1, [Li]CCCC, C1CO1, C1CCOC1, CCCCCC, [H-], [Na+]. Yields the product OCCc1ccc2[nH]ccc2c1. RXN SMILES: [Br:3][c:4]1[cH:5][c:6]2[cH:7][cH:8][nH:9][c:10]2[cH:11][cH:12]1.[CH2:13]([Li:14])[CH2:15][CH2:16][CH3:17].[CH2:18]1[CH2:19][O:20]1.[CH2:21]1[O:22][CH2:23][CH2:24][CH2:25]1.[CH3:26][CH2:27][CH2:28][CH2:29][CH2:30][CH3:31].[H-:1].[Na+:2]>>[c:4]1([CH2:18][CH2:19][OH:20])[cH:5][c:6]2[cH:7][cH:8][nH:9][c:10]2[cH:11][cH:12]1. RXN SMILES: [OH:1][N:2]1[CH:3]2[CH2:4][CH2:5][CH:6]([C:11](=[O:12])[NH:13][c:14]3[cH:15][cH:16][n:17][cH:18][cH:19]3)[N:7]([C:8]1=[O:9])[CH2:10]2.[S:26](=[O:27])(=[O:28])=[O:29].[cH:30]1[cH:31][cH:32][n:33][cH:34][cH:35]1.[n:20]1[cH:21][cH:22][cH:23][cH:24][cH:25]1>>[O:1]([N:2]1[CH:3]2[CH2:4][CH2:5][CH:6]([C:11](=[O:12])[NH:13][c:14]3[cH:15][cH:16][n:17][cH:18][cH:19]3)[N:7]([C:8]1=[O:9])[CH2:10]2)[S:26](=[O:27])(=[O:28])[OH:29]. The product is O=C(Nc1ccncc1)C1CCC2CN1C(=O)N2OS(=O)(=O)O. Reactants: O=C(Nc1ccncc1)C1CCC2CN1C(=O)N2O, O=S(=O)=O, c1ccncc1, c1ccncc1. The reactants are CCOC(C)=O, [H][H], O=C(O)c1ccc(CCCC2SCC(=O)N2CC#CC2(O)CCCCC2)cc1. Product: O=C(O)c1ccc(CCCC2SCC(=O)N2CC=CC2(O)CCCCC2)cc1. RXN SMILES: [CH3:31][CH2:32][O:33][C:34](=[O:35])[CH3:36].[H:29][H:30].[OH:1][C:2]1([C:8]#[C:9][CH2:10][N:11]2[CH:12]([CH2:17][CH2:18][CH2:19][c:20]3[cH:21][cH:22][c:23]([C:24](=[O:25])[OH:26])[cH:27][cH:28]3)[S:13][CH2:14][C:15]2=[O:16])[CH2:3][CH2:4][CH2:5][CH2:6][CH2:7]1>>[OH:1][C:2]1([CH:8]=[CH:9][CH2:10][N:11]2[CH:12]([CH2:17][CH2:18][CH2:19][c:20]3[cH:21][cH:22][c:23]([C:24](=[O:25])[OH:26])[cH:27][cH:28]3)[S:13][CH2:14][C:15]2=[O:16])[CH2:3][CH2:4][CH2:5][CH2:6][CH2:7]1. Reactants: [N+](=O)(O)[O-] (nitric acid), S(O)(O)(=O)=O (sulfuric acid), C(CCCC)(=O)NC1=C(C(=O)OC)C=CC=C1 (methyl 2-valerylaminobenzoate), resultant mixture, ice water. The solvent is C(C)(=O)OC(C)=O (acetic anhydride). Run at time 1 hour. Yields the product [N+](=O)([O-])C=1C(=C(C(=O)OC)C=CC1)NC(CCCC)=O (Methyl 3-nitro-2-valerylaminobenzoate). The yield is 28.0%. Reaction SMILES: [N+:1]([O-:4])(O)=[O:2].S(=O)(=O)(O)O.[C:10]([NH:16][C:17]1[CH:26]=[CH:25][CH:24]=[CH:23][C:18]=1[C:19]([O:21][CH3:22])=[O:20])(=[O:15])[CH2:11][CH2:12][CH2:13][CH3:14]>C(OC(=O)C)(=O)C>[N+:1]([C:26]1[C:17]([NH:16][C:10](=[O:15])[CH2:11][CH2:12][CH2:13][CH3:14])=[C:18]([CH:23]=[CH:24][CH:25]=1)[C:19]([O:21][CH3:22])=[O:20])([O-:4])=[O:2]. Procedure details: Fuming nitric acid (7.0 ml) was added dropwise to acetic anhydride (60 ml) under ice-cooling and there was added conc. sulfuric acid (0.2 ml). To the mixture was added methyl 2-valerylaminobenzoate (12 g), which was stirred for one hour at room temperature. To the resultant mixture was added ice-water and the mixture was then extracted with ethyl acetate. The organic layer was washed with water, dried and concentrated. The concentrate was purified by column chromatography on silica gel to give c...